describe an organic reaction: reactants, conditions, products, and yield From a dataset of the Open Reaction Database (ORD), a public repository of structured organic reaction records. RXN SMILES: [CH3:47][OH:48].[O:1]=[C:2]1[O:3][CH2:4][c:5]2[c:6]1[cH:7][cH:8][c:9](-[c:11]1[n:12][c:13]3[n:14]([c:28]1-[c:29]1[cH:30][cH:31][c:32]([C:35]4([NH:39][C:40](=[O:41])[O:42][C:43]([CH3:44])([CH3:45])[CH3:46])[CH2:36][CH2:37][CH2:38]4)[cH:33][cH:34]1)-[c:15]1[c:16]([n:24][cH:25][cH:26][cH:27]1)[NH:17][c:18]1[c:19]-3[cH:20][cH:21][cH:22][cH:23]1)[cH:10]2>>[O:1]=[C:2]1[O:3][CH2:4][c:5]2[c:6]1[cH:7][cH:8][c:9](-[c:11]1[n:12][c:13]3[n:14]([c:28]1-[c:29]1[cH:30][cH:31][c:32]([C:35]4([NH2:39])[CH2:36][CH2:37][CH2:38]4)[cH:33][cH:34]1)-[c:15]1[c:16]([n:24][cH:25][cH:26][cH:27]1)[NH:17][c:18]1[c:19]-3[cH:20][cH:21][cH:22][cH:23]1)[cH:10]2. Product: NC1(c2ccc(-c3c(-c4ccc5c(c4)COC5=O)nc4n3-c3cccnc3Nc3ccccc3-4)cc2)CCC1. Starting materials: CO, CC(C)(C)OC(=O)NC1(c2ccc(-c3c(-c4ccc5c(c4)COC5=O)nc4n3-c3cccnc3Nc3ccccc3-4)cc2)CCC1.